Dataset: the Open Reaction Database (ORD), a public repository of structured organic reaction records. Task: describe an organic reaction: reactants, conditions, products, and yield Reactants: [OH-].[Na+] (sodium hydroxide), CC1=C(C(=CC(=C1)OC1CCN(CC1)S(=O)(=O)C)C)C1=CC(=CC=C1)COC1=CC2=C([C@@H](CO2)CC(=O)OC)C=C1 ((S)-methyl 2-(6-((2′,6′-dimethyl-4′-((1-(methylsulfonyl)piperidin-4-yl)oxy)biphenyl-3-yl)methoxy)-2,3-dihydrobenzofuran-3-yl)acetate), Cl (hydrochloric acid). Run in C(C)O (ethanol). The product is CC1=C(C(=CC(=C1)OC1CCN(CC1)S(=O)(=O)C)C)C1=CC(=CC=C1)COC1=CC2=C([C@@H](CO2)CC(=O)O)C=C1 ((S)-2-(6-((2′,6′-dimethyl-4′-((1-(methylsulfonyl)piperidin-4-yl)oxy)biphenyl-3-yl)methoxy)-2,3-dihydrobenzofuran-3-yl)acetic acid). Isolated yield 42.4%. As a reaction SMILES: [CH3:1][C:2]1[CH:7]=[C:6]([O:8][CH:9]2[CH2:14][CH2:13][N:12]([S:15]([CH3:18])(=[O:17])=[O:16])[CH2:11][CH2:10]2)[CH:5]=[C:4]([CH3:19])[C:3]=1[C:20]1[CH:25]=[CH:24][CH:23]=[C:22]([CH2:26][O:27][C:28]2[CH:41]=[CH:40][C:31]3[C@H:32]([CH2:35][C:36]([O:38]C)=[O:37])[CH2:33][O:34][C:30]=3[CH:29]=2)[CH:21]=1.[OH-].[Na+].Cl>C(O)C>[CH3:19][C:4]1[CH:5]=[C:6]([O:8][CH:9]2[CH2:14][CH2:13][N:12]([S:15]([CH3:18])(=[O:17])=[O:16])[CH2:11][CH2:10]2)[CH:7]=[C:2]([CH3:1])[C:3]=1[C:20]1[CH:25]=[CH:24][CH:23]=[C:22]([CH2:26][O:27][C:28]2[CH:41]=[CH:40][C:31]3[C@H:32]([CH2:35][C:36]([OH:38])=[O:37])[CH2:33][O:34][C:30]=3[CH:29]=2)[CH:21]=1 |f:1.2|. Reported procedure: The crude (S)-methyl 2-(6-((2′,6′-dimethyl-4′-((1-(methylsulfonyl)piperidin-4-yl)oxy)biphenyl-3-yl)methoxy)-2,3-dihydrobenzofuran-3-yl)acetate 5a (28 mg, 0.05 mmol) was dissolved in 5 mL of ethanol, followed by addition of 1M aqueous sodium hydroxide solution (0.5 mL, 0.50 mmol). The reaction solution was reacted for 1 hour. 1M hydrochloric acid was added dropwise to the resulting solution to adjust the pH to 5, followed by extraction with ethyl acetate (20 mL×2). The combined organic extracts w... Reactants: C(C)(=O)O (acetic acid), FC1=CC=C(C=O)C=C1 (4-fluorobenzaldehyde), [OH-].[K+] (potassium hydroxide), C(CC)=O (propionaldehyde). The solvent is C(C)O (ethanol), C(C)O (ethanol). Reaction conditions: time 0.5 hour. The product is FC1=CC=C(C=C1)C=C(C=O)C (3-(4-Fluorophenyl)-2-methyl-2-propen-1-al). The yield is 76.8%. Reaction SMILES: [F:1][C:2]1[CH:9]=[CH:8][C:5]([CH:6]=O)=[CH:4][CH:3]=1.[OH-].[K+].[CH:12](=[O:15])[CH2:13][CH3:14].C(O)(=O)C>C(O)C>[F:1][C:2]1[CH:9]=[CH:8][C:5]([CH:6]=[C:13]([CH3:14])[CH:12]=[O:15])=[CH:4][CH:3]=1 |f:1.2|. Procedure: To a solution of 124 g (1 mole) of 4-fluorobenzaldehyde and 8 g (0.143 mole) of potassium hydroxide in 500 ml ethanol at room temperature was added dropwise a solution of 52.2 g (0.9 mole) of propionaldehyde in 100 ml ethanol. After stirring for 0.5 hour, the mixture was acidified with acetic acid and concentrated by rotary evaporation. The residue was partitioned between methylene chloride and water. The aqueous layer was extracted three times with additional methylene chloride. The combined or... Starting materials: ice water, C/C(=C/C(=O)OCC)/CC\C=C(\CCC=C(C)C)/C (ethyl (2Z,6E)-3,7,11-trimethyl-2,6,10-dodecatrienoate), solution, [H-].C(C(C)C)[Al+]CC(C)C (diisobutylaluminium hydride). The solvent is C1(=CC=CC=C1)C (toluene), C1(=CC=CC=C1)C (toluene). Reaction conditions: time 1 hour. The product is C/C(=C/CO)/CC\C=C(\CCC=C(C)C)/C ((2Z,6E)-3,7,11-trimethyl-2,6,10-dodecatrien-1-ol). As a reaction SMILES: [CH3:1]/[C:2](/[CH2:9][CH2:10]/[CH:11]=[C:12](\[CH3:19])/[CH2:13][CH2:14][CH:15]=[C:16]([CH3:18])[CH3:17])=[CH:3]/[C:4](OCC)=[O:5].[H-].C([Al+]CC(C)C)C(C)C>C1(C)C=CC=CC=1>[CH3:1]/[C:2](/[CH2:9][CH2:10]/[CH:11]=[C:12](\[CH3:19])/[CH2:13][CH2:14][CH:15]=[C:16]([CH3:18])[CH3:17])=[CH:3]/[CH2:4][OH:5] |f:1.2|. Reported procedure: A solution of 1 g (0.0038 mol) of ethyl (2Z,6E)-3,7,11-trimethyl-2,6,10-dodecatrienoate in 8 ml of toluene is treated dropwise at -5° to -10° with 9.45 ml of a solution of diisobutylaluminium hydride in toluene (1.2 mol/l). The solution is stirred at the same temperature for 1 hour under argon. The reaction mixture is poured into an ice-water mixture and extracted with ether. After drying and removing the solvent the residue is chromatographed on silica gel with ether-hexane 1:1. There is obtain...